This data is from the Open Reaction Database (ORD), a public repository of structured organic reaction records. The task is: describe an organic reaction: reactants, conditions, products, and yield Reactants: [Li]CCCC, COC(=O)CC1Cc2ccccc2C1, COP(C)(=O)OC, CCCCCC, CC(=O)O, C1CCOC1, O=[PH]([O-])[O-]. Yields the product COP(=O)(CC(=O)CC1Cc2ccccc2C1)OC. RXN SMILES: [CH2:12]([Li:13])[CH2:14][CH2:15][CH3:16].[CH2:17]1[CH:18]([CH2:26][C:27](=[O:28])[O:29][CH3:30])[CH2:19][c:20]2[cH:21][cH:22][cH:23][cH:24][c:25]21.[CH3:1][P:2]([O:3][CH3:4])([O:5][CH3:6])=[O:7].[CH3:36][CH2:37][CH2:38][CH2:39][CH2:40][CH3:41].[CH3:42][C:43](=[O:44])[OH:45].[O:31]1[CH2:32][CH2:33][CH2:34][CH2:35]1.[PH:8](=[O:9])([O-:10])[O-:11]>>[CH2:1]([P:2]([O:3][CH3:4])([O:5][CH3:6])=[O:7])[C:27]([CH2:26][CH:18]1[CH2:17][c:25]2[c:20]([cH:21][cH:22][cH:23][cH:24]2)[CH2:19]1)=[O:28]. The reactants are OO (hydrogen peroxide), [N+](=O)([O-])[O-] (nitrate), N (ammonia), C([O-])([O-])=O.[Ce+3].C([O-])([O-])=O.C([O-])([O-])=O.[Ce+3] (cerium (III) carbonate), [N+](=O)([O-])[O-] (nitrate), [N+](=O)([O-])[O-] (nitrate), peroxide, [N+](=O)([O-])[O-] (nitrate). The solvent is O (water), [N+](=O)(O)[O-] (nitric acid), O (DI water). Run at temperature 70 celsius, time 0.5 hour. Product: [N+](=O)([O-])[O-].[Ce+3].[N+](=O)([O-])[O-].[N+](=O)([O-])[O-] (cerium (III) nitrate). As a reaction SMILES: C(=O)([O-])[O-].[Ce+3:5].C(=O)([O-])[O-].C(=O)([O-])[O-].[Ce+3].[N+:15]([O-:18])([O-:17])=[O:16].OO.N>O.[N+]([O-])(O)=O>[N+:15]([O-:18])([O-:17])=[O:16].[Ce+3:5].[N+:15]([O-:18])([O-:17])=[O:16].[N+:15]([O-:18])([O-:17])=[O:16] |f:0.1.2.3.4,10.11.12.13|. Reported procedure: An aqueous cerium (III) nitrate solution was prepared by dissolving 58.6 g of cerium (III) carbonate (49.5 wt % oxide) in 135 g water and 50.4 g concentrated nitric acid. To this was added 110.5 g zirconyl nitrate (20 wt % oxide). The final mixed nitrate solution had a concentration of 15.7 wt % solids. 50 g of 30% an aqueous hydrogen peroxide was added to the nitrate solution. Into a heal of 350 g of 70° C. DI water, the peroxide treated nitrate solution was co-precipitated in a vessel against ... Starting materials: COc1ccc(-c2cc3cn[nH]c(=O)c3s2)cc1, CC(C)(C)OC(=O)N1CCCCC1COc1cccc(COS(C)(=O)=O)n1, ClCCl, [H-], [Na+], CN(C)C=O, O. The product is COc1ccc(-c2cc3cnn(Cc4cccc(OCC5CCCCN5C(=O)OC(C)(C)C)n4)c(=O)c3s2)cc1. Reaction SMILES: [CH3:1][O:2][c:3]1[cH:4][cH:5][c:6](-[c:9]2[cH:10][c:11]3[c:12]([c:13](=[O:17])[nH:14][n:15][cH:16]3)[s:18]2)[cH:7][cH:8]1.[CH3:21][S:22]([O:23][CH2:26][c:27]1[cH:28][cH:29][cH:30][c:31]([O:33][CH2:34][CH:35]2[N:36]([C:41](=[O:42])[O:43][C:44]([CH3:45])([CH3:46])[CH3:47])[CH2:37][CH2:38][CH2:39][CH2:40]2)[n:32]1)(=[O:24])=[O:25].[Cl:54][CH2:55][Cl:56].[H-:20].[Na+:19].[O:49]=[CH:50][N:51]([CH3:52])[CH3:53].[OH2:48]>>[CH3:1][O:2][c:3]1[cH:4][cH:5][c:6](-[c:9]2[cH:10][c:11]3[c:12]([c:13](=[O:17])[n:14]([CH2:26][c:27]4[cH:28][cH:29][cH:30][c:31]([O:33][CH2:34][CH:35]5[N:36]([C:41](=[O:42])[O:43][C:44]([CH3:45])([CH3:46])[CH3:47])[CH2:37][CH2:38][CH2:39][CH2:40]5)[n:32]4)[n:15][cH:16]3)[s:18]2)[cH:7][cH:8]1. The reactants are FC1=CC=C2CC(NC2=C1)=O (6-fluorooxindole), [Li]CCCC (n-BuLi), CCCCCC (hexane), [OH-].[Na+] (NaOH), COC1=C(CN(C=2C=C3COC(C3=CC2)=O)C)C=CC(=C1)OC (5-[(2,4-dimethoxy-benzyl)-methyl-amino]-3H-isobenzofuran-1-one), Cl (HCl). The solvent is C(OC)COC (dimethoxyethane), C1=CC=CC=C1 (benzene). Conditions: time 10 minute. Product: crude product, COC1=C(CN(C=2C=C3COC(C3=CC2)=C2C(NC3=CC(=CC=C23)F)=O)C)C=CC(=C1)OC (3-{5-[(2,4-dimethoxy-benzyl)-methyl-amino]-3H-isobenzofuran-1-ylidene}-6-fluoro-1,3-dihydro-indol-2-one). Yield: 63.9%. Reaction SMILES: [F:1][C:2]1[CH:10]=[C:9]2[C:5]([CH2:6][C:7](=[O:11])[NH:8]2)=[CH:4][CH:3]=1.[Li]CCCC.CCCCCC.[CH3:23][O:24][C:25]1[CH:43]=[C:42]([O:44][CH3:45])[CH:41]=[CH:40][C:26]=1[CH2:27][N:28]([CH3:39])[C:29]1[CH:30]=[C:31]2[C:35](=[CH:36][CH:37]=1)[C:34](=O)[O:33][CH2:32]2.Cl.[OH-].[Na+]>C(COC)OC.C1C=CC=CC=1>[CH3:23][O:24][C:25]1[CH:43]=[C:42]([O:44][CH3:45])[CH:41]=[CH:40][C:26]=1[CH2:27][N:28]([CH3:39])[C:29]1[CH:30]=[C:31]2[C:35](=[CH:36][CH:37]=1)[C:34](=[C:6]1[C:5]3[C:9](=[CH:10][C:2]([F:1])=[CH:3][CH:4]=3)[NH:8][C:7]1=[O:11])[O:33][CH2:32]2 |f:5.6|. Reported procedure: To a stirred solution of 6-fluorooxindole (0.60 g, 3.99 mmol) in anhydrous dimethoxyethane (20 ml) under nitrogen was added 2.5M n-BuLi solution in hexane (3.5 ml, 8.75 mmol). After the reaction was stirred at room temperature for 10 minutes, 5-[(2,4-dimethoxy-benzyl)-methyl-amino]-3H-isobenzofuran-1-one (1.0 g, 3.19 mmol) was added. After stirred at room temperature for 2.5 hours, the reaction mixture was poured into 1M HCl aqueous solution (70 ml), and then basified with NaOH aqueous solution....